From a dataset of the Open Reaction Database (ORD), a public repository of structured organic reaction records. describe an organic reaction: reactants, conditions, products, and yield The reactants are C(C)(C)(C)OC(=O)N1C2CC(CC1CC2)=O (3-oxo-8-aza-bicyclo[3.2.1]octane-8-carboxylic acid tert-butyl ester), BrC=1C=CC=2C(C3=CC=CC=C3OC2C1)=C1CC2CCC(C1)N2 (3-(3-bromo-xanthen-9-ylidene)-8-aza-bicyclo[3.2.1]octane), BrC=1C=CC=2C(C3=CC=CC=C3OC2C1)=C1CC2CCC(C1)N2 (3-(3-Bromo-xanthen-9-ylidene)-8-aza-bicyclo[3.2.1]octane), BrC=1C=CC=2C(C3=CC=CC=C3OC2C1)=O (3-Bromo-xanthen-9-one), BrC=1C=CC=2C(C3=CC=CC=C3OC2C1)=O (3-bromo-xanthen-9-one). Product: C(C)N(C(=O)C=1C=CC=2C(C3=CC=CC=C3OC2C1)=O)CC (9-Oxo-9H-xanthene-3-carboxylic acid diethylamide), BrC=1C=CC=2C(C3=CC=CC=C3OC2C1)=C1CC2CCC(C1)N2 (3-(3-Bromo-xanthen-9-ylidene)-8-aza-bicyclo[3.2.1]octane). Reaction SMILES: Br[C:2]1[CH:3]=[CH:4][C:5]2[C:6](=[O:16])[C:7]3[C:12]([O:13][C:14]=2[CH:15]=1)=[CH:11][CH:10]=[CH:9][CH:8]=3.C([O:21][C:22]([N:24]1[CH:29]2CC[CH:25]1[CH2:26]C(=O)[CH2:28]2)=O)(C)(C)C.[Br:33][C:34]1[CH:35]=[CH:36][C:37]2[C:38](=[C:48]3[CH2:54][CH:53]4[NH:55][CH:50]([CH2:51][CH2:52]4)[CH2:49]3)[C:39]3[C:44]([O:45][C:46]=2[CH:47]=1)=[CH:43][CH:42]=[CH:41][CH:40]=3>>[CH2:25]([N:24]([CH2:29][CH3:28])[C:22]([C:2]1[CH:3]=[CH:4][C:5]2[C:6](=[O:16])[C:7]3[C:12]([O:13][C:14]=2[CH:15]=1)=[CH:11][CH:10]=[CH:9][CH:8]=3)=[O:21])[CH3:26].[Br:33][C:34]1[CH:35]=[CH:36][C:37]2[C:38](=[C:48]3[CH2:54][CH:53]4[NH:55][CH:50]([CH2:51][CH2:52]4)[CH2:49]3)[C:39]3[C:44]([O:45][C:46]=2[CH:47]=1)=[CH:43][CH:42]=[CH:41][CH:40]=3. Reported procedure: Using an adaptation of the method described in Procedure 7, substituting 3-bromo-xanthen-9-one, 3a, for 9-oxo-9H-xanthene-3-carboxylic acid diethylamide, 6a (13.69, 46 mmol) and 3-oxo-8-aza-bicyclo[3.2.1]octane-8-carboxylic acid tert-butyl ester for N-carbethoxynortropinone, the title compound 3-(3-bromo-xanthen-9-ylidene)-8-aza-bicyclo[3.2.1]octane, 1b was obtained. MS m/z (MH+) 368.0/370.0 The reactants are OCCCCCCC1CCC1, O=C1CCC(=O)N1Br, CN(C)C=O, c1ccc(P(c2ccccc2)c2ccccc2)cc1. Product: BrCCCCCCC1CCC1. As a reaction SMILES: [CH:1]1([CH2:5][CH2:6][CH2:7][CH2:8][CH2:9][CH2:10][OH:11])[CH2:2][CH2:3][CH2:4]1.[O:31]=[C:32]1[N:33]([Br:38])[C:34](=[O:35])[CH2:36][CH2:37]1.[O:39]=[CH:40][N:41]([CH3:42])[CH3:43].[c:12]1([P:13]([c:14]2[cH:15][cH:16][cH:17][cH:18][cH:19]2)[c:20]2[cH:21][cH:22][cH:23][cH:24][cH:25]2)[cH:26][cH:27][cH:28][cH:29][cH:30]1>>[CH:1]1([CH2:5][CH2:6][CH2:7][CH2:8][CH2:9][CH2:10][Br:38])[CH2:2][CH2:3][CH2:4]1.